This data is from the Open Reaction Database (ORD), a public repository of structured organic reaction records. The task is: describe an organic reaction: reactants, conditions, products, and yield Reactants: Cc1ccc(C=O)cc1[Cl], CC1=CN=C(C=C1)N, [C-]#[N+]C1CCCCC1. Reagents/catalysts: O=C(O)C(F)(F)F (trifluoroacetic acid). The solvent is CC(C)O (isopropyl alcohol), CC(C)O (isopropylalcohol). Conditions: temperature 22 celsius, time 20 hour. Yields the product Cc1ccc2nc(c3ccc(C)c(c3)[Cl])c(NC3CCCCC3)n2c1. Isolated yield 43.9%. Reaction SMILES: CC1=CC=C(N)N=C1.[C-]#[N+]C1CCCCC1.CC1=C(Cl)C=C(C=O)C=C1>>CC1=CN2C(C=C1)=NC(=C2NC1CCCCC1)C1=CC(Cl)=C(C)C=C1.